Task: describe an organic reaction: reactants, conditions, products, and yield. Dataset: the Open Reaction Database (ORD), a public repository of structured organic reaction records The reactants are ClC=1C(=NC2=CC=CC=C2C1)C=O (chloroquinolinecarboxaldehyde), Cl.NO (hydroxylamine hydrochloride), C(=O)[O-].[Na+] (sodium formate). Product: C(#N)C=1C(NC2=CC=CC=C2C1)=O (3-cyano-2(1H)-quinolinone). Reaction SMILES: Cl[C:2]1[C:3](C=O)=[N:4][C:5]2[C:10]([CH:11]=1)=[CH:9][CH:8]=[CH:7][CH:6]=2.Cl.[NH2:15]O.[CH:17]([O-:19])=O.[Na+]>C(O)=O>[C:3]([C:2]1[C:17](=[O:19])[NH:4][C:5]2[C:10]([CH:11]=1)=[CH:9][CH:8]=[CH:7][CH:6]=2)#[N:15] |f:1.2,3.4|. Procedure: Where the starting material above is a 2-chloro-3-cyanoquinoline, this can be prepared by starting from an appropriate substituted acetanilide. This is heated with phosphoryl chloride and dimethylformamide to give the corresponding 2-chloro-3-quinolinecarboxaldehyde. The process involved is discussed in detail by meth-Cohn et al., J. Chem. Soc., Perkin Trans. 1, 1981, 1520. The chloroquinolinecarboxaldehyde is then reacted with hydroxylamine hydrochloride, formic acid and sodium formate with hea... Run in C(=O)O (formic acid). Starting materials: CO, [Cl-], O=C(C=CC1CCOCC1)Nc1ccc(-c2ccccc2C(F)(F)F)cc1[N+](=O)[O-], [NH4+], [Na+], O=C([O-])O, O. Reaction SMILES: [CH3:38][OH:39].[Cl-:31].[N+:1]([O-:2])(=[O:3])[c:4]1[cH:5][c:6](-[c:21]2[c:22]([C:27]([F:28])([F:29])[F:30])[cH:23][cH:24][cH:25][cH:26]2)[cH:7][cH:8][c:9]1[NH:10][C:11]([CH:12]=[CH:13][CH:14]1[CH2:15][CH2:16][O:17][CH2:18][CH2:19]1)=[O:20].[NH4+:32].[Na+:37].[O-:33][C:34]([OH:35])=[O:36].[OH2:40]>>[NH2:1][c:4]1[cH:5][c:6](-[c:21]2[c:22]([C:27]([F:28])([F:29])[F:30])[cH:23][cH:24][cH:25][cH:26]2)[cH:7][cH:8][c:9]1[NH:10][C:11]([CH:12]=[CH:13][CH:14]1[CH2:15][CH2:16][O:17][CH2:18][CH2:19]1)=[O:20]. The product is Nc1cc(-c2ccccc2C(F)(F)F)ccc1NC(=O)C=CC1CCOCC1. The reactants are O=S(=O)(Cl)c1ccccc1Br, CC(C)(C)N, ClC(Cl)Cl. Product: CC(C)(C)NS(=O)(=O)c1ccccc1Br. Reaction SMILES: [Br:1][c:2]1[c:3]([S:8](=[O:9])(=[O:10])[Cl:11])[cH:4][cH:5][cH:6][cH:7]1.[CH3:12][C:13]([CH3:14])([CH3:15])[NH2:16].[CH:17]([Cl:18])([Cl:19])[Cl:20]>>[Br:1][c:2]1[c:3]([S:8](=[O:9])(=[O:10])[NH:16][C:13]([CH3:12])([CH3:14])[CH3:15])[cH:4][cH:5][cH:6][cH:7]1. The reactants are CCO, [Ca+2], [Cl-], [Cl-], [Fe], CCCn1ccnc1CSc1ccc([N+](=O)[O-])cn1. The product is CCCn1ccnc1CSc1ccc(N)cn1. RXN SMILES: [CH3:23][CH2:24][OH:25].[Ca+2:22].[Cl-:20].[Cl-:21].[Fe:26].[N+:1]([O-:2])(=[O:3])[c:4]1[cH:5][cH:6][c:7]([S:10][CH2:11][c:12]2[n:13]([CH2:17][CH2:18][CH3:19])[cH:14][cH:15][n:16]2)[n:8][cH:9]1>>[NH2:1][c:4]1[cH:5][cH:6][c:7]([S:10][CH2:11][c:12]2[n:13]([CH2:17][CH2:18][CH3:19])[cH:14][cH:15][n:16]2)[n:8][cH:9]1. Starting materials: FC(C(=O)O)(F)F.C(C)(C)(C)NC([C@H]1NC[C@H](C1)OC1=CC=CC=C1)=O (N-t-butyl-4(S)-phenoxy-L-prolineamide trifluoroacetic acid salt), C1(=CC=CC2=CC=CC=C12)O (1-naphthol), C1(=CC=CC=C1)O (phenol). Product: C1(=CC=CC2=CC=CC=C12)ON1[C@H](C(=O)N)CCC1 (1-naphthyloxy proline amide). Reaction SMILES: FC(F)(F)C(O)=O.C([NH:12][C:13](=[O:26])[C@@H:14]1[CH2:18][C@H:17](OC2C=CC=CC=2)[CH2:16][NH:15]1)(C)(C)C.[C:27]1([OH:37])[C:36]2[C:31](=[CH:32][CH:33]=[CH:34][CH:35]=2)[CH:30]=[CH:29][CH:28]=1.C1(O)C=CC=CC=1>>[C:27]1([O:37][N:15]2[CH2:16][CH2:17][CH2:18][C@H:14]2[C:13]([NH2:12])=[O:26])[C:36]2[C:31](=[CH:32][CH:33]=[CH:34][CH:35]=2)[CH:30]=[CH:29][CH:28]=1 |f:0.1|. Procedure: Following substantially the same procedure for synthesizing N-t-butyl-4(S)-phenoxy-L-prolineamide trifluoroacetic acid salt as outlined in Example 1, Steps 6 through 8, but substituting 1-naphthol for the phenol used therein, the 1-naphthyloxy proline amide was produced. Starting materials: CO, [Na+], [OH-], O=C(O)CC(O)(CC(=O)O)C(=O)O, O=C(OCCCn1c(O)nc2c(Cl)nc3ccccc3c21)n1ccnc1. The product is OCCCn1c(O)nc2c(Cl)nc3ccccc3c21. As a reaction SMILES: [CH3:42][OH:43].[Na+:2].[OH-:1].[OH:29][C:30]([CH2:31][C:32]([C:33](=[O:34])[OH:35])([CH2:36][C:37](=[O:38])[OH:39])[OH:40])=[O:41].[n:3]1([C:4](=[O:5])[O:10][CH2:11][CH2:12][CH2:13][n:14]2[c:15]([OH:28])[n:16][c:17]3[c:18]([Cl:27])[n:19][c:20]4[cH:21][cH:22][cH:23][cH:24][c:25]4[c:26]23)[cH:6][cH:7][n:8][cH:9]1>>[OH:10][CH2:11][CH2:12][CH2:13][n:14]1[c:15]([OH:28])[n:16][c:17]2[c:18]([Cl:27])[n:19][c:20]3[cH:21][cH:22][cH:23][cH:24][c:25]3[c:26]12. Starting materials: FC(C(=O)O)(F)F (trifluoroacetic acid), C(C)(C)(C)OC(=O)NCC1=CC=C(C=C1)\C=C/C1CCCCC1 ((Z)—N-(tert-butoxycarbonyl)-4-(2-cyclohexylvinyl)-benzylamine). Run in C(Cl)Cl (DCM). Conditions: time 2 hour. The product is C1(CCCCC1)\C=C/C1=CC=C(CN)C=C1 ((Z)-4-(2-Cyclohexylvinyl)-benzylamine). Isolated yield 92.9%. Reaction SMILES: FC(F)(F)C(O)=O.C(OC([NH:15][CH2:16][C:17]1[CH:22]=[CH:21][C:20](/[CH:23]=[CH:24]\[CH:25]2[CH2:30][CH2:29][CH2:28][CH2:27][CH2:26]2)=[CH:19][CH:18]=1)=O)(C)(C)C>C(Cl)Cl>[CH:25]1(/[CH:24]=[CH:23]\[C:20]2[CH:19]=[CH:18][C:17]([CH2:16][NH2:15])=[CH:22][CH:21]=2)[CH2:30][CH2:29][CH2:28][CH2:27][CH2:26]1. Procedure: Add trifluoroacetic acid (1 mL) to a solution of (Z)—N-(tert-butoxycarbonyl)-4-(2-cyclohexylvinyl)-benzylamine (0.49 g, 1.5 mmol) in DCM (10 mL). Stir the mixture at room temperature for 2 h, concentrate in vacuo and purify the residue by SCX chromatography to obtain the title compound (0.3 g, 87%, estimate 10% of alkane present). Use this material in the next step without additional purification. MS (ES+) m/z: 199.3 (M-NH3+H)+. The reactants are C(CCC)[N+](CCCC)(CCCC)CCCC.O=C1N(C[C@@H]1NC(=O)OCC1=CC=CC=C1)S(=O)(=O)[O-] ((3S)-2-oxo-3-[[(phenylmethoxy)carbonyl]amino]-1-azetidinesulfonic acid, tetrabutylammonium salt), C1(=CC=C(C=C1)S(=O)(=O)[O-])C.OC=1C=CC=C2C=CC=[NH+]C12 (8-hydroxyquinolinium p-toluenesulfonate). Run in C(C)#N (acetonitrile). The product is C1(=CC=CC=C1)COC(=O)N[C@@H]1C(NC1)=O ((3S)-3-[[(Phenylmethoxy)carbonyl]amino]-2-azetidinone). Reaction SMILES: C([N+](CCCC)(CCCC)CCCC)CCC.[O:18]=[C:19]1[C@@H:22]([NH:23][C:24]([O:26][CH2:27][C:28]2[CH:33]=[CH:32][CH:31]=[CH:30][CH:29]=2)=[O:25])[CH2:21][N:20]1S([O-])(=O)=O.C1(C)C=CC(S([O-])(=O)=O)=CC=1.OC1C=CC=C2C=1[NH+]=CC=C2>C(#N)C>[C:28]1([CH2:27][O:26][C:24]([NH:23][C@H:22]2[CH2:21][NH:20][C:19]2=[O:18])=[O:25])[CH:33]=[CH:32][CH:31]=[CH:30][CH:29]=1 |f:0.1,2.3|. Procedure: To a solution of (3S)-2-oxo-3-[[(phenylmethoxy)carbonyl]amino]-1-azetidinesulfonic acid, tetrabutylammonium salt in acetonitrile was added 8-hydroxyquinolinium p-toluenesulfonate. The mixture was refluxed, yielding the title compound as verified by thin layer chromatography (Merck silica gel 60F, ethyl acetate). The reactants are CCOC=C(C(=O)OCC)C(=O)OCC, CCO, Nc1ccc(F)c(Cl)c1. The product is CCOC(=O)C(=CNc1ccc(F)c(Cl)c1)C(=O)OCC. RXN SMILES: [CH2:10]([O:11][CH:13]=[C:14]([C:15](=[O:16])[O:17][CH2:18][CH3:19])[C:20](=[O:21])[O:22][CH2:23][CH3:24])[CH3:12].[CH3:25][CH2:26][OH:27].[Cl:1][c:2]1[cH:3][c:4]([NH2:5])[cH:6][cH:7][c:8]1[F:9]>>[Cl:1][c:2]1[cH:3][c:4]([NH:5][CH:13]=[C:14]([C:15](=[O:16])[O:17][CH2:18][CH3:19])[C:20](=[O:21])[O:22][CH2:23][CH3:24])[cH:6][cH:7][c:8]1[F:9].